Task: describe an organic reaction: reactants, conditions, products, and yield. Dataset: the Open Reaction Database (ORD), a public repository of structured organic reaction records Starting materials: [Mg] (magnesium), CC(=O)C1=CC(=CC=C1)Br (3-bromoacetophenone), BrC1=CC(=C(C=C1)OC(C)C)C (4-bromo-1-isopropoxy-2-methyl-benzene), [Br-] (bromide). The solvent is O1CCCC1 (tetrahydrofuran), BrCCBr (1,2-dibromoethane), O1CCCC1 (tetrahydrofuran), O1CCCC1 (tetrahydrofuran). Run at temperature 0 celsius, time 2 hour. Yields the product BrC=1C=C(C=CC1)C(=C)C1=CC(=C(C=C1)OC(C)C)C (4-[1-(3-Bromo-phenyl)-vinyl]-1-isopropoxy-2-methyl-benzene). RXN SMILES: [Mg].Br[C:3]1[CH:8]=[CH:7][C:6]([O:9][CH:10]([CH3:12])[CH3:11])=[C:5]([CH3:13])[CH:4]=1.[Br-].[CH3:15][C:16]([C:18]1[CH:23]=[CH:22][CH:21]=[C:20]([Br:24])[CH:19]=1)=O>O1CCCC1.BrCCBr>[Br:24][C:20]1[CH:19]=[C:18]([C:16]([C:3]2[CH:8]=[CH:7][C:6]([O:9][CH:10]([CH3:12])[CH3:11])=[C:5]([CH3:13])[CH:4]=2)=[CH2:15])[CH:23]=[CH:22][CH:21]=1. Procedure details: To a suspension of magnesium turnings (811 mg, 33.38 mmol, 1.2 eq) in 5 mL of dry tetrahydrofuran, 0.1 mL of 1,2-dibromoethane were added followed by 5 mL of a tetrahydrofuran solution of 4-bromo-1-isopropoxy-2-methyl-benzene (7.0 g, 30.6 mmol, 1.1 eq in 25 mL tetrahydrofuran). The resulting mixture was gently heated to initiate the reaction. The remaining solution of bromide was added dropwise at such a rate that the reaction could reflux without external heating. After the addition the reactio... Starting materials: COC(=O)C1=CC=C(C=C1)N1C(OC2(C1)CCN(CC2)C(=O)OC(C)(C)C)=O (tert-butyl 3-[4-(methoxycarbonyl)phenyl]-2-oxo-1-oxa-3,8-diazaspiro[4.5]decane-8-carboxylate), Cl (HCl). Solvent: O1CCOCC1 (dioxane). Product: Cl.O=C1OC2(CN1C1=CC=C(C(=O)OC)C=C1)CCNCC2 (methyl 4-(2-oxo-1-oxa-3,8-diazaspiro[4.5]dec-3-yl)benzoate, hydrochloride salt). As a reaction SMILES: [CH3:1][O:2][C:3]([C:5]1[CH:10]=[CH:9][C:8]([N:11]2[CH2:15][C:14]3([CH2:20][CH2:19][N:18](C(OC(C)(C)C)=O)[CH2:17][CH2:16]3)[O:13][C:12]2=[O:28])=[CH:7][CH:6]=1)=[O:4].[ClH:29]>O1CCOCC1>[ClH:29].[O:28]=[C:12]1[N:11]([C:8]2[CH:9]=[CH:10][C:5]([C:3]([O:2][CH3:1])=[O:4])=[CH:6][CH:7]=2)[CH2:15][C:14]2([CH2:20][CH2:19][NH:18][CH2:17][CH2:16]2)[O:13]1 |f:3.4|. Procedure details: A solution of tert-butyl 3-[4-(methoxycarbonyl)phenyl]-2-oxo-1-oxa-3,8-diazaspiro[4.5]decane-8-carboxylate (1.68 g, 4.3 mmol) in 4 N HCl in dioxane (20 mL) was stirred at room temperature for 1 hour to give a white suspension. Upon removal of the volatiles, the title compound was collected as its HCl salt as a white solid.